Dataset: the Open Reaction Database (ORD), a public repository of structured organic reaction records. Task: describe an organic reaction: reactants, conditions, products, and yield Starting materials: O=C1CCC(=O)N1Br, COC(=O)c1cccc2cc(Oc3ccnc(C)n3)ccc12, ClC(Cl)(Cl)Cl. The product is COC(=O)c1cccc2cc(Oc3ccnc(CBr)n3)ccc12. As a reaction SMILES: [Br:23][N:24]1[C:25](=[O:26])[CH2:27][CH2:28][C:29]1=[O:30].[CH3:1][O:2][C:3](=[O:4])[c:5]1[cH:6][cH:7][cH:8][c:9]2[cH:10][c:11]([O:15][c:16]3[n:17][c:18]([CH3:22])[n:19][cH:20][cH:21]3)[cH:12][cH:13][c:14]12.[Cl:31][C:32]([Cl:33])([Cl:34])[Cl:35]>>[CH3:1][O:2][C:3](=[O:4])[c:5]1[cH:6][cH:7][cH:8][c:9]2[cH:10][c:11]([O:15][c:16]3[n:17][c:18]([CH2:22][Br:23])[n:19][cH:20][cH:21]3)[cH:12][cH:13][c:14]12. Starting materials: C(C1=CC=CC=C1)=NCC1=CC=CC=C1 (benzylidenebenzylamine), [N+](#[C-])CC(=O)OCC (ethyl isocyanoacetate). The solvent is C(C)O (ethanol). Yields the product C(C1=CC=CC=C1)N1C=NC(C1C1=CC=CC=C1)C(=O)OCC (Ethyl 1-benzyl-5-phenyl-4,5-dihydro-1H-imidazole-4-carboxylate). Isolated yield 99.9%. RXN SMILES: [CH:1](=[N:8][CH2:9][C:10]1[CH:15]=[CH:14][CH:13]=[CH:12][CH:11]=1)[C:2]1[CH:7]=[CH:6][CH:5]=[CH:4][CH:3]=1.[N+:16]([CH2:18][C:19]([O:21][CH2:22][CH3:23])=[O:20])#[C-:17]>C(O)C>[CH2:1]([N:8]1[CH:9]([C:10]2[CH:15]=[CH:14][CH:13]=[CH:12][CH:11]=2)[CH:18]([C:19]([O:21][CH2:22][CH3:23])=[O:20])[N:16]=[CH:17]1)[C:2]1[CH:7]=[CH:6][CH:5]=[CH:4][CH:3]=1. Procedure: 25.7 g (0.1305 mol) of benzylidenebenzylamine were dissolved in ethanol, and 15.2 g (0.1305 mol) of ethyl isocyanoacetate were added dropwise. The solution was heated under reflux for 16 h. Removal of the solvents and drying gave 40.2 g of the title compound as a colorless oil.